This data is from the Open Reaction Database (ORD), a public repository of structured organic reaction records. The task is: describe an organic reaction: reactants, conditions, products, and yield The reactants are C(C)(=O)[O-].[Na+] (sodium acetate), C[C@]12CC[C@H]3[C@H]([C@@H]1CCC2=O)CC=C4[C@@]3(CC[C@@H](C4)O)C (dehydroepiandrosterone), Cl.C(C)OC([C@@H](N)CS)=O (L-cysteine ethyl ester hydrochloride). Run in C(C)O (ethanol). Product: O[C@@H]1CC2=CC[C@H]3[C@@H]4CCC[C@@]4(C)CC[C@@H]3[C@]2(CC1)C (3β-hydroxy-5-androstene). As a reaction SMILES: [CH3:1][C@@:2]12[C:10](=O)[CH2:9][CH2:8][C@H:7]1[C@@H:6]1[CH2:12][CH:13]=[C:14]3[CH2:19][C@@H:18]([OH:20])[CH2:17][CH2:16][C@:15]3([CH3:21])[C@H:5]1[CH2:4][CH2:3]2.C([O-])(=O)C.[Na+].Cl.C(OC(=O)[C@H](CS)N)C>C(O)C>[OH:20][C@H:18]1[CH2:17][CH2:16][C@@:15]2([CH3:21])[C:14](=[CH:13][CH2:12][C@@H:6]3[C@@H:5]2[CH2:4][CH2:3][C@@:2]2([CH3:1])[C@H:7]3[CH2:8][CH2:9][CH2:10]2)[CH2:19]1 |f:1.2,3.4|. Reported procedure: Following the procedure described by Djerassi (C. Djerassi, N. Crossley and M. A. Kielczewski, J. Org. Chem. 27, 1112, 1962), dehydroepiandrosterone (2.88 g, 10 mmol) is dissolved in anhydrous ethanol, sodium acetate is added followed by L-cysteine ethyl ester hydrochloride (18 g, 100 mmol) and the mixture is heated overnight under an argon atmosphere. The reaction mixture is then evaporated under vacuum. Methylene chloride is added to precipitate excess of L-cysteine ethyl ester hydrochloride. ...